Dataset: the Open Reaction Database (ORD), a public repository of structured organic reaction records. Task: describe an organic reaction: reactants, conditions, products, and yield The reactants are CCO, CCN(C(C)C)C(C)C, Clc1ncnc2[nH]ccc12, c1ccc(N2CCNCC2)cc1. The product is c1ccc(N2CCN(c3ncnc4[nH]ccc34)CC2)cc1. RXN SMILES: [CH3:32][CH2:33][OH:34].[CH:11]([N:12]([CH:13]([CH3:14])[CH3:15])[CH2:16][CH3:17])([CH3:18])[CH3:19].[Cl:1][c:2]1[c:3]2[c:4]([n:5][cH:6][n:7]1)[nH:8][cH:9][cH:10]2.[c:20]1([N:26]2[CH2:27][CH2:28][NH:29][CH2:30][CH2:31]2)[cH:21][cH:22][cH:23][cH:24][cH:25]1>>[c:2]1([N:29]2[CH2:28][CH2:27][N:26]([c:20]3[cH:21][cH:22][cH:23][cH:24][cH:25]3)[CH2:31][CH2:30]2)[c:3]2[c:4]([n:5][cH:6][n:7]1)[nH:8][cH:9][cH:10]2. The reactants are Cl, O=C(O)C=Cc1ccc(C(F)(F)F)nc1-c1cccc(F)c1, CS(=O)(=O)Nc1ccc(CN)cc1F. Product: CS(=O)(=O)Nc1ccc(CNC(=O)C=Cc2ccc(C(F)(F)F)nc2-c2cccc(F)c2)cc1F. As a reaction SMILES: [ClH:15].[F:16][c:17]1[cH:18][c:19](-[c:23]2[n:24][c:25]([C:34]([F:35])([F:36])[F:37])[cH:26][cH:27][c:28]2[CH:29]=[CH:30][C:31](=[O:32])[OH:33])[cH:20][cH:21][cH:22]1.[NH2:1][CH2:2][c:3]1[cH:4][c:5]([F:14])[c:6]([NH:9][S:10](=[O:11])(=[O:12])[CH3:13])[cH:7][cH:8]1>>[NH:1]([CH2:2][c:3]1[cH:4][c:5]([F:14])[c:6]([NH:9][S:10](=[O:11])(=[O:12])[CH3:13])[cH:7][cH:8]1)[C:31]([CH:30]=[CH:29][c:28]1[c:23](-[c:19]2[cH:18][c:17]([F:16])[cH:22][cH:21][cH:20]2)[n:24][c:25]([C:34]([F:35])([F:36])[F:37])[cH:26][cH:27]1)=[O:32]. The reactants are C(C)OC(=O)[C@H]1[C@@H](CC(C1)OS(=O)(=O)C)COC1=CC=C(C=C1)F ((1R,2R)-2-(4-Fluoro-phenoxymethyl)-4-methanesulfonyloxy-cyclopentanecarboxylic acid ethyl ester), ClC1=C(C=CC(=C1)F)S (2-chloro-4-fluorothiophenol), oil. The product is C(C)OC(=O)[C@H]1[C@@H](CC(C1)SC1=C(C=C(C=C1)F)Cl)COC1=CC=C(C=C1)F ((1R,2R)-4-(2-Chloro-4-fluoro-phenylsulfanyl)-2-(4-fluoro-phenoxymethyl)-cyclopentanecarboxylic acid ethyl ester). RXN SMILES: [CH2:1]([O:3][C:4]([C@@H:6]1[CH2:10][CH:9](OS(C)(=O)=O)[CH2:8][C@H:7]1[CH2:16][O:17][C:18]1[CH:23]=[CH:22][C:21]([F:24])=[CH:20][CH:19]=1)=[O:5])[CH3:2].[Cl:25][C:26]1[CH:31]=[C:30]([F:32])[CH:29]=[CH:28][C:27]=1[SH:33]>>[CH2:1]([O:3][C:4]([C@@H:6]1[CH2:10][CH:9]([S:33][C:27]2[CH:28]=[CH:29][C:30]([F:32])=[CH:31][C:26]=2[Cl:25])[CH2:8][C@H:7]1[CH2:16][O:17][C:18]1[CH:19]=[CH:20][C:21]([F:24])=[CH:22][CH:23]=1)=[O:5])[CH3:2]. Reported procedure: The title compound was prepared in analogy to example 68 step 8 using (1R,2R)-2-(4-Fluoro-phenoxymethyl)-4-methanesulfonyloxy-cyclopentanecarboxylic acid ethyl ester (epimeric mixture, example 143 and 144 step 3) and 2-chloro-4-fluorothiophenol. Yellow oil (56%). MS (EI): 378.3 (M+NH4)+. Starting materials: ClC=1C=C(C=C(C1)Cl)O (3,5-dichlorophenol), II (I2). Solvent: O (H2O), OO (H2O2). Conditions: time 8 hour. The product is ClC=1C(=C(C=C(C1)Cl)O)I (3,5-Dichloro-2-iodophenol). The yield is 102.9%. RXN SMILES: [Cl:1][C:2]1[CH:3]=[C:4]([OH:9])[CH:5]=[C:6]([Cl:8])[CH:7]=1.[I:10]I>O.OO>[Cl:1][C:2]1[C:3]([I:10])=[C:4]([OH:9])[CH:5]=[C:6]([Cl:8])[CH:7]=1. Reported procedure: To a suspension of 3,5-dichlorophenol (0.6 g; 3.68 mmol) in H2O (15 ml), 30% H2O2 was added followed by I2 (0.47 g; 1.85 mmol). The resulting mixture was vigorously stirred for 8 h at room temperature, then extracted with CH2Cl2 (15 ml) and the organic phase was dried over anhydrous MgSO4 and filtered. The filtrate was evaporated under reduced pressure and the residue was purified by FCC (SiO2; CH2Cl2) to give the title compound (0.55 g; 52%) as colourless solid. 1H-NMR (CDCl3) 5.58 (s, 1H); 6.8... Reactants: COc1ccc2c(c1)CCCC2=O, [H-], CCCCI, [Na+], C1CCOC1. Yields the product CCCCC1CCc2cc(OC)ccc2C1=O. Reaction SMILES: [CH3:1][O:2][c:3]1[cH:4][c:5]2[c:10]([cH:11][cH:12]1)[C:9](=[O:13])[CH2:8][CH2:7][CH2:6]2.[H-:20].[I:14][CH2:15][CH2:16][CH2:17][CH3:18].[Na+:19].[O:21]1[CH2:22][CH2:23][CH2:24][CH2:25]1>>[CH3:1][O:2][c:3]1[cH:4][c:5]2[c:10]([cH:11][cH:12]1)[C:9](=[O:13])[CH:8]([CH2:15][CH2:16][CH2:17][CH3:18])[CH2:7][CH2:6]2. The product is C(C)OC(=O)N1CCC(CC1)NC1=NC(=C(C=C1)C(C1=C(C=C(C(=C1)F)C)OC)=O)N (4-[6-Amino-5-(5-fluoro-2-methoxy-4-methyl-benzoyl)-pyridin-2-ylamino]-piperidine-1-carboxylic acid ethyl ester). The reactants are NC1=NC(=CC=C1C(=O)C1=C(C=C(C(=C1)F)C)OC)Cl ((2-Amino-6-chloro-pyridin-3-yl)-(5-fluoro-2-methoxy-4-methyl-phenyl)-methanone), C(C)OC(=O)N1CCC(CC1)N (ethyl-4-amino- 1-piperidine carboxylate). Reported procedure: The title compound was prepared from (2-Amino-6-chloro-pyridin-3-yl)-(5-fluoro-2-methoxy-4-methyl-phenyl)-methanone (Example 43) and ethyl-4-amino- 1-piperidine carboxylate (Aldrich 96%) using the procedure described in Step B. Example 6. HRMS, observed: 431.2090, Calcd for (M+H)+: 431.2089. RXN SMILES: [NH2:1][C:2]1[C:7]([C:8]([C:10]2[CH:15]=[C:14]([F:16])[C:13]([CH3:17])=[CH:12][C:11]=2[O:18][CH3:19])=[O:9])=[CH:6][CH:5]=[C:4](Cl)[N:3]=1.[CH2:21]([O:23][C:24]([N:26]1[CH2:31][CH2:30][CH:29]([NH2:32])[CH2:28][CH2:27]1)=[O:25])[CH3:22]>>[CH2:21]([O:23][C:24]([N:26]1[CH2:27][CH2:28][CH:29]([NH:32][C:4]2[CH:5]=[CH:6][C:7]([C:8](=[O:9])[C:10]3[CH:15]=[C:14]([F:16])[C:13]([CH3:17])=[CH:12][C:11]=3[O:18][CH3:19])=[C:2]([NH2:1])[N:3]=2)[CH2:30][CH2:31]1)=[O:25])[CH3:22]. Reactants: CCOP(=O)(Cc1cccc(Br)c1)OCC, C1CCOC1, CC(C)(C)[O-], [K+], CC(C)(C)OC(=O)N1CCC(=O)CC1. Product: CC(C)(C)OC(=O)N1CCC(=Cc2cccc(Br)c2)CC1. As a reaction SMILES: [CH2:1]([O:2][P:3](=[O:4])([O:5][CH2:6][CH3:7])[CH2:9][c:10]1[cH:11][c:12]([Br:16])[cH:13][cH:14][cH:15]1)[CH3:8].[CH2:37]1[O:38][CH2:39][CH2:40][CH2:41]1.[CH3:31][C:32]([CH3:33])([O-:34])[CH3:35].[K+:36].[O:17]=[C:18]1[CH2:19][CH2:20][N:21]([C:24](=[O:25])[O:26][C:27]([CH3:28])([CH3:29])[CH3:30])[CH2:22][CH2:23]1>>[CH:9]([c:10]1[cH:11][c:12]([Br:16])[cH:13][cH:14][cH:15]1)=[C:18]1[CH2:19][CH2:20][N:21]([C:24](=[O:25])[O:26][C:27]([CH3:28])([CH3:29])[CH3:30])[CH2:22][CH2:23]1.